From a dataset of the Open Reaction Database (ORD), a public repository of structured organic reaction records. describe an organic reaction: reactants, conditions, products, and yield Starting materials: CC1=NC(=CC=C1C(O)C1=CN=NN1C)C ((2,6-dimethylpyridin-3-yl)(1-methyl-1H-1,2,3-triazol-5-yl)methanol), Intermediate 19. Reagents/catalysts: [O-2].[O-2].[Mn+4] (manganese dioxide). Solvent: O1CCOCC1 (dioxane). Conditions: temperature 40 celsius, time 1 hour. Product: CC1=NC(=CC=C1C(=O)C1=CN=NN1C)C ((2,6-Dimethylpyridin-3-yl)(1-methyl-1H-1,2,3-triazol-5-yl)methanone). As a reaction SMILES: [CH3:1][C:2]1[C:7]([CH:8]([C:10]2[N:14]([CH3:15])[N:13]=[N:12][CH:11]=2)[OH:9])=[CH:6][CH:5]=[C:4]([CH3:16])[N:3]=1>O1CCOCC1.[O-2].[O-2].[Mn+4]>[CH3:1][C:2]1[C:7]([C:8]([C:10]2[N:14]([CH3:15])[N:13]=[N:12][CH:11]=2)=[O:9])=[CH:6][CH:5]=[C:4]([CH3:16])[N:3]=1 |f:2.3.4|. Procedure: A mixture containing (2,6-dimethylpyridin-3-yl)(1-methyl-1H-1,2,3-triazol-5-yl)methanol (9.8 g, 44.9 mmol, Intermediate 19: step a) and manganese dioxide (18.8 g, 184 mmol) in dry dioxane (225 mL) was heated to 100° C. with stirring. After 1 hour, the mixture was cooled to 40° C. The cooled mixture was filtered through a 2 cm pad of Celite® and rinsed with tetrahydrofuran (100 mL). The filtrate was concentrated to provide the title compound as an off-white solid.